This data is from the Open Reaction Database (ORD), a public repository of structured organic reaction records. The task is: describe an organic reaction: reactants, conditions, products, and yield Reactants: C1(CCCC1)CC(C(=O)O)C1=CC=C(C=C1)SC (3-cyclopentyl-2-(4-methylsulfanyl-phenyl)propionic acid), CO (methanol). Reagents/catalysts: S(O)(O)(=O)=O (sulfuric acid). Conditions: temperature 25 celsius. Yields the product COC(C(CC1CCCC1)C1=CC=C(C=C1)SC)=O (3-cyclopentyl-2-(4-methylsulfanyl-phenyl)propionic acid methyl ester). Yield: 91.0%. As a reaction SMILES: [CH:1]1([CH2:6][CH:7]([C:11]2[CH:16]=[CH:15][C:14]([S:17][CH3:18])=[CH:13][CH:12]=2)[C:8]([OH:10])=[O:9])[CH2:5][CH2:4][CH2:3][CH2:2]1.[CH3:19]O>S(=O)(=O)(O)O>[CH3:19][O:9][C:8](=[O:10])[CH:7]([C:11]1[CH:16]=[CH:15][C:14]([S:17][CH3:18])=[CH:13][CH:12]=1)[CH2:6][CH:1]1[CH2:5][CH2:4][CH2:3][CH2:2]1. Procedure details: A solution of 3-cyclopentyl-2-(4-methylsulfanyl-phenyl)propionic acid (500 mg, 1.89 mmol) in methanol (8 mL) was treated slowly with 2 drops of concentrated sulfuric acid. The resulting reaction mixture was heated under reflux for 15 h. The reaction mixture was allowed to cool to 25° C. and then concentrated in vacuo. The orange residue was partitioned between water and ethyl acetate. The organic layer was dried over magnesium sulfate, filtered, and concentrated in vacuo to provide pure 3-cyclop...